From a dataset of the Open Reaction Database (ORD), a public repository of structured organic reaction records. describe an organic reaction: reactants, conditions, products, and yield The reactants are CC(=O)n1cc(O)c2ccc(Cl)cc21, Cc1ccc(N)cc1, [K+], [OH-], O, O=P(Cl)(Cl)Cl. The product is Cc1ccc(N)cc1, Cl. RXN SMILES: [C:1]([n:2]1[c:3]2[c:4]([cH:5][cH:6][c:7]([Cl:13])[cH:8]2)[c:9]([OH:10])[cH:11]1)(=[O:12])[CH3:14].[CH3:22][c:23]1[cH:24][cH:25][c:26]([NH2:27])[cH:28][cH:29]1.[K+:21].[OH-:20].[OH2:30].[P:15]([Cl:16])([Cl:17])([Cl:18])=[O:19]>>[CH3:22][c:23]1[cH:24][cH:25][c:26]([NH2:27])[cH:28][cH:29]1.[ClH:13]. The reactants are NC1=NC=C(C=C1)O (2-amino-5-hydroxypyridine), CC(C)([O-])C.[K+] (potassium tert-butoxide), ClC1=CC(=NC=C1)C(=O)NC1CCN(CC1)C (4-chloro-N-(1-methylpiperidin-4-yl)picolinamide). Solvent: CC(=O)N(C)C (DMA), CC(=O)N(C)C (DMA), CCOC(=O)C (EtOAc). Run at time 1 hour. The product is NC1=CC=C(C=N1)OC1=CC(=NC=C1)C(=O)NC1CCN(CC1)C (4-((6-aminopyridin-3-yl)oxy)-N-(1-methylpiperidin-4-yl)picolinamide). Isolated yield 47.3%. As a reaction SMILES: [NH2:1][C:2]1[CH:7]=[CH:6][C:5]([OH:8])=[CH:4][N:3]=1.CC(C)([O-])C.[K+].Cl[C:16]1[CH:21]=[CH:20][N:19]=[C:18]([C:22]([NH:24][CH:25]2[CH2:30][CH2:29][N:28]([CH3:31])[CH2:27][CH2:26]2)=[O:23])[CH:17]=1>CC(N(C)C)=O.CCOC(C)=O>[NH2:1][C:2]1[N:3]=[CH:4][C:5]([O:8][C:16]2[CH:21]=[CH:20][N:19]=[C:18]([C:22]([NH:24][CH:25]3[CH2:26][CH2:27][N:28]([CH3:31])[CH2:29][CH2:30]3)=[O:23])[CH:17]=2)=[CH:6][CH:7]=1 |f:1.2|. Procedure: A solution of 2-amino-5-hydroxypyridine (0.557 g, 5.06 mmol) in DMA (8.5 mL) was treated with potassium tert-butoxide (0.639 g, 5.69 mmol), stirred at RT for 1 h, treated with a solution of 4-chloro-N-(1-methylpiperidin-4-yl)picolinamide (1.07 g, 4.22 mmol) in DMA (8.5 mL) and stirred at RT for 20 h. The mixture was diluted with EtOAc, washed with 1N NaOH, then brine and the organic layer was dried over Na2SO4, concentrated to dryness and purified by silica gel chromatography (MeOH/DCM/NH4OH) to... Reactants: O=C(Nc1ccc(Cl)c(-c2ccccn2)c1)c1ccc(Cl)nc1, C1CNCCNC1. Product: O=C(Nc1ccc(Cl)c(-c2ccccn2)c1)c1ccc(N2CCCNCC2)nc1. Reaction SMILES: [Cl:1][c:2]1[n:3][cH:4][c:5]([C:6](=[O:7])[NH:8][c:9]2[cH:10][c:11](-[c:16]3[n:17][cH:18][cH:19][cH:20][cH:21]3)[c:12]([Cl:15])[cH:13][cH:14]2)[cH:22][cH:23]1.[NH:24]1[CH2:25][CH2:26][NH:27][CH2:28][CH2:29][CH2:30]1>>[c:2]1([N:24]2[CH2:25][CH2:26][NH:27][CH2:28][CH2:29][CH2:30]2)[n:3][cH:4][c:5]([C:6](=[O:7])[NH:8][c:9]2[cH:10][c:11](-[c:16]3[n:17][cH:18][cH:19][cH:20][cH:21]3)[c:12]([Cl:15])[cH:13][cH:14]2)[cH:22][cH:23]1. Starting materials: ClC1=C(C(=O)N=C=O)C=CC=C1 (2-chlorobenzoylisocyanate), solution, C1(=CC=CC=C1)C(C)OC1=CC=C(N)C=C1 (4-(1-phenylethoxy)aniline). The solvent is C(C)#N (acetonitrile). Yields the product ClC1=C(C(=O)NC(=O)NC2=CC=C(C=C2)OC(C)C2=CC=CC=C2)C=CC=C1 (N-(2-chlorobenzoyl)-N'-[4-(1-phenylethoxy)phenyl]urea). Reaction SMILES: [Cl:1][C:2]1[CH:12]=[CH:11][CH:10]=[CH:9][C:3]=1[C:4]([N:6]=[C:7]=[O:8])=[O:5].[C:13]1([CH:19]([O:21][C:22]2[CH:28]=[CH:27][C:25]([NH2:26])=[CH:24][CH:23]=2)[CH3:20])[CH:18]=[CH:17][CH:16]=[CH:15][CH:14]=1>C(#N)C>[Cl:1][C:2]1[CH:12]=[CH:11][CH:10]=[CH:9][C:3]=1[C:4]([NH:6][C:7]([NH:26][C:25]1[CH:24]=[CH:23][C:22]([O:21][CH:19]([C:13]2[CH:14]=[CH:15][CH:16]=[CH:17][CH:18]=2)[CH3:20])=[CH:28][CH:27]=1)=[O:8])=[O:5]. Reported procedure: 18.7 g of 2-chlorobenzoylisocyanate were added to 150 ml of a solution of 23.4 g of 4-(1-phenylethoxy)aniline in dry acetonitrile. After stirring at room temperature for a few hours, the crystalline precipitate was sucked off, washed with successively acetonitrile, ethanol and petroleum ether and dried in air. The desired product was obtained in a yield of 32.8 g; melting point 166°-167° C. The starting aniline was obtained from the corresponding nitro compound by hydrogenation with hydrogen und... The reactants are C=O (formaldehyde), OC1=C(C=C(CC2=C(C(=CC(=C2)C)CC2=CC(=C(C=C2)O)C)O)C=C1)C (2,6-bis(4-hydroxy-3-methylbenzyl)-4-methylphenol), [OH-].[Na+] (sodium hydroxide), O (water), C(C)(=O)O (acetic acid). Run in O1CCCC1 (tetrahydrofurane). Run at temperature 40 celsius, time 6 hour. Yields the product 55.1, OC1=C(C=C(CC2=C(C(=CC(=C2)C)CC2=CC(=C(C(=C2)C)O)CO)O)C=C1C)CO (2,6-bis(4-hydroxy-3-hydroxymethyl-5-methylbenzyl)-4-methylphenol). Reaction SMILES: O[C:2]1[CH:25]=[CH:24][C:5]([CH2:6][C:7]2[CH:12]=[C:11]([CH3:13])[CH:10]=[C:9]([CH2:14][C:15]3[CH:20]=C[C:18](O)=[C:17]([CH3:22])[CH:16]=3)[C:8]=2[OH:23])=[CH:4][C:3]=1[CH3:26].[OH-:27].[Na+].[OH2:29].[CH2:30]=[O:31].[C:32]([OH:35])(=O)[CH3:33]>O1CCCC1>[OH:27][C:18]1[C:17]([CH3:22])=[CH:16][C:15]([CH2:14][C:9]2[CH:10]=[C:11]([CH3:13])[CH:12]=[C:7]([CH2:6][C:5]3[CH:4]=[C:3]([CH3:26])[C:2]([OH:29])=[C:25]([CH2:30][OH:31])[CH:24]=3)[C:8]=2[OH:23])=[CH:20][C:33]=1[CH2:32][OH:35] |f:1.2|. Procedure details: Into a four-necked flask were charged 52.3 parts of 2,6-bis(4-hydroxy-3-methylbenzyl)-4-methylphenol, 21.6 parts of sodium hydroxide, 900 parts of water and 100 parts of tetrahydrofurane and they were completely dissolved. While stirring at 40° C., 73.0 parts of 37% formaldehyde was added dropwise thereto and the reaction was conductedfor 6 hours. After completion of the reaction, 36.0 parts of acetic acid was added for neutralization and then the mixture was cooled to 25°C. Thereafter, the prec... Reactants: C1=CNC(=C1)CC2=CC=CN2 (dipyrromethane), N1C=CC=C1 (Pyrrole), COC(C(F)(F)F)O (trifluoroacetaldehyde methyl hemiacetal), Cl (hydrochloric acid). The solvent is O1CCCC1 (tetrahydrofuran). Product: N1C(=CC=C1)C(C(F)(F)F)C=1NC=CC1 (bis(pyrrol-2-yl)trifluoromethylmethane). Isolated yield 80.0%. As a reaction SMILES: N1C=CC=C1.COC(O)[C:9]([F:12])([F:11])[F:10].Cl.[CH:15]1[CH:19]=[C:18]([CH2:20][C:21]2[NH:25][CH:24]=[CH:23][CH:22]=2)[NH:17][CH:16]=1>O1CCCC1>[NH:25]1[CH:24]=[CH:23][CH:22]=[C:21]1[CH:20]([C:18]1[NH:17][CH:16]=[CH:15][CH:19]=1)[C:9]([F:12])([F:11])[F:10]. Reported procedure: Pyrrole (150 mmol) and trifluoroacetaldehyde methyl hemiacetal (75 mmol) in tetrahydrofuran are heated at reflux with catalytic amounts of hydrochloric acid for 2 hours under an inert atmosphere. GC analysis of the reaction mixture indicated the presence of the desired dipyrromethane in greater than 80% yield. Neutralization of the acid followed by work up and chromatography gave the pure bis(pyrrol-2-yl)trifluoromethylmethane 3 (R3 =CF3)). MS: m/z=214. This preparation has been disclosed in Wij... Yields the product C=CCNC(CC)CC. As a reaction SMILES: [CH2:7]([CH:8]=[CH2:9])[NH2:10].[CH3:1][CH2:2][C:3]([CH2:4][CH3:5])=[O:6].[Cl:11][CH2:12][CH2:13][Cl:14]>>[CH3:1][CH2:2][CH:3]([CH2:4][CH3:5])[NH:10][CH2:7][CH:8]=[CH2:9]. Starting materials: C=CCN, CCC(=O)CC, ClCCCl. Starting materials: ClC=1C=CC(=C(CN2C3=C(NCC2)N=CC(=C3)C3=CC=C(C(=O)O)C=C3)C1)C(F)(F)F (4-{1-[5-chloro-2-(trifluoromethyl)benzyl]-1,2,3,4-tetrahydropyrido[2,3-b]pyrazin-7-yl}benzoic acid), ClC1=CC=C(C=C1)N1CCNCC1 (1-(4-chlorophenyl)piperazine). Product: ClC1=CC=C(C=C1)N1CCN(CC1)C(=O)C1=CC=C(C=C1)C1=CC2=C(NCCN2CC2=C(C=CC(=C2)Cl)C(F)(F)F)N=C1 ([4-(4-Chlorophenyl)piperazin-1-yl]-(4-{1-[5-chloro-2-(trifluoromethyl)benzyl]-1,2,3,4-tetrahydropyrido[2,3-b]pyrazin-7-yl}phenyl)methanone). Reaction SMILES: [Cl:1][C:2]1[CH:3]=[CH:4][C:5]([C:28]([F:31])([F:30])[F:29])=[C:6]([CH:27]=1)[CH2:7][N:8]1[CH2:13][CH2:12][NH:11][C:10]2[N:14]=[CH:15][C:16]([C:18]3[CH:26]=[CH:25][C:21]([C:22](O)=[O:23])=[CH:20][CH:19]=3)=[CH:17][C:9]1=2.[Cl:32][C:33]1[CH:38]=[CH:37][C:36]([N:39]2[CH2:44][CH2:43][NH:42][CH2:41][CH2:40]2)=[CH:35][CH:34]=1>>[Cl:32][C:33]1[CH:34]=[CH:35][C:36]([N:39]2[CH2:44][CH2:43][N:42]([C:22]([C:21]3[CH:20]=[CH:19][C:18]([C:16]4[CH:15]=[N:14][C:10]5[NH:11][CH2:12][CH2:13][N:8]([CH2:7][C:6]6[CH:27]=[C:2]([Cl:1])[CH:3]=[CH:4][C:5]=6[C:28]([F:30])([F:29])[F:31])[C:9]=5[CH:17]=4)=[CH:26][CH:25]=3)=[O:23])[CH2:41][CH2:40]2)=[CH:37][CH:38]=1. Procedure details: 4-{1-[5-chloro-2-(trifluoromethyl)benzyl]-1,2,3,4-tetrahydropyrido[2,3-b]pyrazin-7-yl}benzoic acid was reacted with 1-(4-chlorophenyl)piperazine as in General Procedure 10 to give the title compound. LCMS: m/z=625.96 (M+H+); retention time=1.06 minutes. Starting materials: C(C)(C)(C)OC(N[C@H](C(=O)N)C)=O (tert-Butyl[(1S)-2-amino-1-methyl-2-oxoethyl]carbamate), N1=C(Cl)N=C(Cl)N=C1Cl (cyanuric chloride), O (Water). Run in CN(C=O)C (N,N-dimethylformamide). Conditions: time 4 hour. Yields the product C(C)(C)(C)OC(N[C@@H](C)C#N)=O (tert-Butyl[(1S)-1-cyanoethyl]carbamate). Isolated yield 58.8%. Reaction SMILES: [C:1]([O:5][C:6](=[O:13])[NH:7][C@@H:8]([CH3:12])[C:9]([NH2:11])=O)([CH3:4])([CH3:3])[CH3:2].N1C(Cl)=NC(Cl)=NC=1Cl.O>CN(C)C=O>[C:1]([O:5][C:6](=[O:13])[NH:7][C@H:8]([C:9]#[N:11])[CH3:12])([CH3:2])([CH3:3])[CH3:4]. Procedure: To a stirred solution of tert-butyl[(1S)-2-amino-1-methyl-2-oxoethyl]carbamate (Step 1, 0.7 g, 0.004 mol) in N,N-dimethylformamide (5 mL) was added 343 mg of cyanuric chloride (0.00186 mol) at once. The reaction mixture was stirred for 4 h. Water was added and the mixture was extracted with ethyl acetate. The combined organic layers were washed with brine, dried over MgSO4, filtered, and concentrated under reduced pressure. The residue was purified by flash chromatography on a silica gel column ... Procedure: 4-Hydroxy-5-methoxycarbonyloxy-6-(methoxymethoxy)-3,3a,4,5,6,7-hexahydro-2,1-benzoisooxazole (275 mg) was dissolved in 10 ml of methylene chloride, and 200 mg of imidazole and 226 mg of tert-butyldimethylsilyl chloride were added, followed by stirring the mixture overnight at room temperature. The reaction mixture was diluted with diethyl ether, and washed with dilute hydrochloric acid, a sodium hydrogen carbonate aqueous solution and a sodium chloride aqueous solution in sequence. The organic l... Isolated yield 73.2%. Reaction conditions: time 8 hour. Product: [Si](C)(C)(C(C)(C)C)OC1C(C(CC=2C1CON2)OCOC)OC(=O)OC (4-(tert-butyldimethylsilyloxy)-5- methoxycarbonyloxy-6-(methoxymethoxy)-3,3a,4,5,6,7-hexahydro-2,1-benzoisooxazole). RXN SMILES: [OH:1][CH:2]1[CH:7]2[CH2:8][O:9][N:10]=[C:6]2[CH2:5][CH:4]([O:11][CH2:12][O:13][CH3:14])[CH:3]1[O:15][C:16]([O:18][CH3:19])=[O:17].N1C=CN=C1.[Si:25](Cl)([C:28]([CH3:31])([CH3:30])[CH3:29])([CH3:27])[CH3:26]>C(Cl)Cl.C(OCC)C>[Si:25]([O:1][CH:2]1[CH:7]2[CH2:8][O:9][N:10]=[C:6]2[CH2:5][CH:4]([O:11][CH2:12][O:13][CH3:14])[CH:3]1[O:15][C:16]([O:18][CH3:19])=[O:17])([C:28]([CH3:31])([CH3:30])[CH3:29])([CH3:27])[CH3:26]. Run in C(C)OCC (diethyl ether), C(Cl)Cl (methylene chloride). The reactants are N1C=NC=C1 (imidazole), [Si](C)(C)(C(C)(C)C)Cl (tert-butyldimethylsilyl chloride), OC1C(C(CC=2C1CON2)OCOC)OC(=O)OC (4-Hydroxy-5-methoxycarbonyloxy-6-(methoxymethoxy)-3,3a,4,5,6,7-hexahydro-2,1-benzoisooxazole).